Task: describe an organic reaction: reactants, conditions, products, and yield. Dataset: the Open Reaction Database (ORD), a public repository of structured organic reaction records The reactants are [BH4-], N#Cc1ccc(CCN2CCC(O)(COc3ccc(C=O)cc3)CC2)cc1, CCO, [Na+], C1CCOC1, O. Product: N#Cc1ccc(CCN2CCC(O)(COc3ccc(CO)cc3)CC2)cc1. RXN SMILES: [BH4-:28].[C:1](#[N:2])[c:3]1[cH:4][cH:5][c:6]([CH2:9][CH2:10][N:11]2[CH2:12][CH2:13][C:14]([OH:17])([CH2:18][O:19][c:20]3[cH:21][cH:22][c:23]([CH:26]=[O:27])[cH:24][cH:25]3)[CH2:15][CH2:16]2)[cH:7][cH:8]1.[CH3:31][CH2:32][OH:33].[Na+:29].[O:34]1[CH2:35][CH2:36][CH2:37][CH2:38]1.[OH2:30]>>[C:1](#[N:2])[c:3]1[cH:4][cH:5][c:6]([CH2:9][CH2:10][N:11]2[CH2:12][CH2:13][C:14]([OH:17])([CH2:18][O:19][c:20]3[cH:21][cH:22][c:23]([CH2:26][OH:27])[cH:24][cH:25]3)[CH2:15][CH2:16]2)[cH:7][cH:8]1. The reactants are O=C(c1ccc(F)cc1)N(c1ccc(F)cc1)C1CCN(Cc2ccccc2)CC1, CCO, Cl, [OH-], [OH-], [Pd+2]. Yields the product Cl, O=C(c1ccc(F)cc1)N(c1ccc(F)cc1)C1CCNCC1. Reaction SMILES: [CH2:2]([c:3]1[cH:4][cH:5][cH:6][cH:7][cH:8]1)[N:9]1[CH2:10][CH2:11][CH:12]([N:15]([C:16]([c:17]2[cH:18][cH:19][c:20]([F:23])[cH:21][cH:22]2)=[O:24])[c:25]2[cH:26][cH:27][c:28]([F:31])[cH:29][cH:30]2)[CH2:13][CH2:14]1.[CH3:35][CH2:36][OH:37].[ClH:1].[OH-:32].[OH-:34].[Pd+2:33]>>[ClH:1].[NH:9]1[CH2:10][CH2:11][CH:12]([N:15]([C:16]([c:17]2[cH:18][cH:19][c:20]([F:23])[cH:21][cH:22]2)=[O:24])[c:25]2[cH:26][cH:27][c:28]([F:31])[cH:29][cH:30]2)[CH2:13][CH2:14]1.